Dataset: the Open Reaction Database (ORD), a public repository of structured organic reaction records. Task: describe an organic reaction: reactants, conditions, products, and yield Reactants: C(C)OC(C=C(C(C(F)(F)F)(F)F)OC)=O (3-methoxy-3-pentafluoroethyl-2-propenoic acid ethyl ester), CNN (methylhydrazine). Solvent: ice water. Reaction conditions: time 3 day. Product: FC(C(F)(F)F)(C1=CC(=NN1C)O)F (5-Pentafluoroethyl-3-hydroxy-1-methylpyrazole). The yield is 29.8%. RXN SMILES: C([O:3][C:4](=O)[CH:5]=[C:6](OC)[C:7]([F:13])([F:12])[C:8]([F:11])([F:10])[F:9])C.[CH3:17][NH:18][NH2:19]>>[F:12][C:7]([F:13])([C:6]1[N:18]([CH3:17])[N:19]=[C:4]([OH:3])[CH:5]=1)[C:8]([F:11])([F:10])[F:9]. Reported procedure: 62.03 g (0.25 mol) of 3-methoxy-3-pentafluoroethyl-2-propenoic acid ethyl ester was placed in a flask in ice water. 12.67 g (0.275 mol) of methylhydrazine was added with stirring keeping the temperature below 40° C. After the addition, the flask was removed from the ice bath and left standing for 3 days at ambient temperature. The reaction mixture was treated with 250 ml of aqueous sodium bicarbonate, washed with water, filtered and dried in vacuo to give 16.1 g (30% yield) of a white solid, m.p... Reactants: CC=1C=C(C=C(C1)C)O (3,5-dimethylphenol), ClC(CCCCl)O (1,4-dichlorobutanol), [OH-].[Na+] (sodium hydroxide). Conditions: temperature 65 celsius, time 8 hour. The product is ClCCC(COC1=CC(=CC(=C1)C)C)O (4-Chloro-1-(3,5-dimethylphenoxy)-2-butanol). Reaction SMILES: [CH3:1][C:2]1[CH:3]=[C:4]([OH:9])[CH:5]=[C:6]([CH3:8])[CH:7]=1.[Cl:10][CH:11](O)[CH2:12][CH2:13][CH2:14]Cl.[OH-:17].[Na+]>>[Cl:10][CH2:11][CH2:12][CH:13]([OH:17])[CH2:14][O:9][C:4]1[CH:5]=[C:6]([CH3:8])[CH:7]=[C:2]([CH3:1])[CH:3]=1 |f:2.3|. Reported procedure: To a mixture of 245 g. (2 moles) of 3,5-dimethylphenol and 2 liters of 2N sodium hydroxide was added 2.5 moles of 1,4-dichlorobutanol with stirring at 65° C. overnight. The solid precipitate which separated on cooling was filtered and washed with water to neutrality. Recrystallization with isopropyl ether yielded 375 g. of white crystalline solid which melted at 74°-76° C. Starting materials: CC1(C)CCC(Oc2ccc3cc(C4(C)COC(=O)N4)ccc3c2)CC1, CCO, [Li+], [OH-], O. Product: CC1(C)CCC(Oc2ccc3cc(C(C)(N)CO)ccc3c2)CC1. RXN SMILES: [CH3:1][C:2]1([CH3:26])[CH2:3][CH2:4][CH:5]([O:8][c:9]2[cH:10][c:11]3[cH:12][cH:13][c:14]([C:19]4([CH3:25])[NH:20][C:21](=[O:24])[O:22][CH2:23]4)[cH:15][c:16]3[cH:17][cH:18]2)[CH2:6][CH2:7]1.[CH3:29][CH2:30][OH:31].[Li+:27].[OH-:28].[OH2:32]>>[CH3:1][C:2]1([CH3:26])[CH2:3][CH2:4][CH:5]([O:8][c:9]2[cH:10][c:11]3[cH:12][cH:13][c:14]([C:19]([NH2:20])([CH2:23][OH:22])[CH3:25])[cH:15][c:16]3[cH:17][cH:18]2)[CH2:6][CH2:7]1.